describe an organic reaction: reactants, conditions, products, and yield From a dataset of the Open Reaction Database (ORD), a public repository of structured organic reaction records. Starting materials: CC1=NN(C=C1N)C, CNC(=O)C1=CC=CC=C1NC2=CC(=NC=C2C(F)(F)F)Cl. The reagents and catalysts are CC(C)(C)[O-].[Na+], CC(C1CCCC1P(C2CCCCC2)C3CCCCC3)P(C(C)(C)C)C(C)(C)C.C1CCCC1.[Fe], CC(=O)O.CC(=O)O.[Pd]. Solvent: COCCOC. Reaction conditions: temperature 150 celsius. The product is CC1=NN(C=C1NC2=NC=C(C(=C2)NC3=CC=CC=C3C(=O)NC)C(F)(F)F)C. Isolated yield 33.7%. Reported procedure: Palladium(II) acetate (8.17 mg, 0.04 mmol), (R)-(-)-1-[(S)-2-(Dicyclohexylphosphino)ferrocenyl]ethyldi-t-butylphosphine (20.40 mg, 0.04 mmol), Sodium tert-butoxide (0.052 mL, 0.42 mmol), 1,3-dimethyl-1H-pyrazol-4-amine (40.5 mg, 0.36 mmol) and 2-(2-chloro-5-(trifluoromethyl)pyridin-4-ylamino)-N-methylbenzamide (100 mg, 0.30 mmol) were suspended in DME (2.5 mL) and sealed into a microwave tube. The reaction was heated to 150 °C for 30 minutes in the microwave reactor and cooled to RT. The crude p... Reactants: CN1N=C(C(=C1)C1=CC=NC=C1)C1=CC=C(OCC2=NC3=CC=CC=C3C=C2)C=C1 (2-[4-(1-Methyl-4-pyridin4-yl-1H-pyrazol-3-yl)-phenoxymethyl]-quinoline), N(N)CC(C)(O)C (1-Hydrazino-2-methyl-propan-2-ol). Yields the product CC(CN1N=CC(=C1C1=CC=C(C=C1)OCC1=NC2=CC=CC=C2C=C1)C1=CC=NC=C1)(C)O (2-Methyl-1-{4-pyridin-4-yl-5-[4-(quinolin-2-ylmethoxy)-phenyl]-pyrazol-1-yl}-propan-2-ol). RXN SMILES: C[N:2]1[CH:6]=[C:5]([C:7]2[CH:12]=[CH:11][N:10]=[CH:9][CH:8]=2)[C:4]([C:13]2[CH:30]=[CH:29][C:16]([O:17][CH2:18][C:19]3[CH:28]=[CH:27][C:26]4[C:21](=[CH:22][CH:23]=[CH:24][CH:25]=4)[N:20]=3)=[CH:15][CH:14]=2)=[N:3]1.N([CH2:33][C:34]([CH3:37])([OH:36])[CH3:35])N>>[CH3:33][C:34]([OH:36])([CH3:37])[CH2:35][N:3]1[C:4]([C:13]2[CH:14]=[CH:15][C:16]([O:17][CH2:18][C:19]3[CH:28]=[CH:27][C:26]4[C:21](=[CH:22][CH:23]=[CH:24][CH:25]=4)[N:20]=3)=[CH:29][CH:30]=2)=[C:5]([C:7]2[CH:12]=[CH:11][N:10]=[CH:9][CH:8]=2)[CH:6]=[N:2]1. Reported procedure: Following the procedure for the preparation of 2-[4-(1-Methyl-4-pyridin4-yl-1H-pyrazol-3-yl)-phenoxymethyl]-quinoline but substituting 1-Hydrazino-2-methyl-propan-2-ol provided the title compound. 1H NMR (400 MHz, CDCl3) δ 8.37 (d, J=5.8 Hz, 2 H), 8.24 (d, J=8.3 Hz, 1 H), 8.09 (d, J=9.1 Hz, 1 H), 7.87 (s, 1H), 7.85 (d, J=7.9 Hz, 1H), 7.76 (m, 1 H), 7.72 (m, 1H), 7.17 (m, 4 H), 7.00 (d, J=6.2 Hz, 2H), 5.42 (s, 2H) 3.89 (s, 2H), 1.04 (s, 6H); MS: (M+H m/z=451.2). Starting materials: C(C)(=O)NC(CO)CCC1=CC=C(C=C1)OCC1=CC=CC=C1 (2-acetamido-4-(4-benzyloxyphenyl)butanol), N1=CC=CC=C1 (pyridine), O (water). The solvent is C(C)(=O)OC(C)=O (acetic anhydride). Run at time 5 hour. Product: C(C)(=O)OCC(CCC1=CC=C(C=C1)OCC1=CC=CC=C1)NC(C)=O (2-Acetamido-4-(4-benzyloxyphenyl)butyl acetate). RXN SMILES: [C:1]([NH:4][CH:5]([CH2:8][CH2:9][C:10]1[CH:15]=[CH:14][C:13]([O:16][CH2:17][C:18]2[CH:23]=[CH:22][CH:21]=[CH:20][CH:19]=2)=[CH:12][CH:11]=1)[CH2:6][OH:7])(=[O:3])[CH3:2].[OH2:24].N1[CH:30]=[CH:29]C=CC=1>C(OC(=O)C)(=O)C>[C:29]([O:7][CH2:6][CH:5]([NH:4][C:1](=[O:3])[CH3:2])[CH2:8][CH2:9][C:10]1[CH:15]=[CH:14][C:13]([O:16][CH2:17][C:18]2[CH:23]=[CH:22][CH:21]=[CH:20][CH:19]=2)=[CH:12][CH:11]=1)(=[O:24])[CH3:30]. Procedure: To a solution of 2-acetamido-4-(4-benzyloxyphenyl)butanol (9.48 g) in pyridine (100 ml), acetic anhydride (22.2 ml) was added and the mixture was stirred at room temperature for 5 hours. Then, the solution was poured into water and extracted with ethyl acetate. The extract was washed with a dilute hydrochloric acid, a dilute aqueous sodium hydrogencarbonate solution and a saturated brine, dried over magnesium sulfate and the solvent was distilled away under reduced pressure. The residue obtained... The reactants are C(C1=CC=CC=C1)N (benzylamine), O[C@](COS(=O)(=O)C1=CC=C(C=C1)C)(COC1=CC(=CC=C1)C1=NOC2=C1SC=C2)C (toluene-4-sulfonic acid (S)-2-hydroxy-2-methyl-3-(3-thieno[2,3-d]isoxazol-3-yl-phenoxy)-propyl ester). The solvent is O1CCCC1 (tetrahydrofuran), O1CCCC1 (tetrahydrofuran). Reaction conditions: time 8 hour. Yields the product C(C1=CC=CC=C1)NC[C@](COC1=CC(=CC=C1)C1=NOC2=C1SC=C2)(O)C ((2R)-(−)-1-benzylamino-2-methyl-3-(3-thieno[2,3-d]isoxazol-3-yl-phenoxy)propan-2-ol). Reaction SMILES: [OH:1][C@@:2]([CH3:31])([CH2:15][O:16][C:17]1[CH:22]=[CH:21][CH:20]=[C:19]([C:23]2[C:27]3[S:28][CH:29]=[CH:30][C:26]=3[O:25][N:24]=2)[CH:18]=1)[CH2:3]OS(C1C=CC(C)=CC=1)(=O)=O.[CH2:32]([NH2:39])[C:33]1[CH:38]=[CH:37][CH:36]=[CH:35][CH:34]=1>O1CCCC1>[CH2:32]([NH:39][CH2:3][C@@:2]([CH3:31])([OH:1])[CH2:15][O:16][C:17]1[CH:22]=[CH:21][CH:20]=[C:19]([C:23]2[C:27]3[S:28][CH:29]=[CH:30][C:26]=3[O:25][N:24]=2)[CH:18]=1)[C:33]1[CH:38]=[CH:37][CH:36]=[CH:35][CH:34]=1. Reported procedure: Stir a solution of toluene-4-sulfonic acid (S)-2-hydroxy-2-methyl-3-(3-thieno[2,3-d]isoxazol-3-yl-phenoxy)-propyl ester (intermediate prepared as described in example 6, 2.45 g, 0.00533 g) and tetrahydrofuran (40 mL), and treat dropwise at 0° C. with a solution of benzylamine (0.57 g, 0.00533 mol, Aldrich Chemical Company) and tetrahydrofuran (10 mL). Stir overnight at room temperature, concentrate in vacuo and partition the residue between ethyl acetate (100 mL) and water (100 mL). Separate the... Starting materials: BrC=1C=C2C(=NNC(C2=CC1)=O)Cl (6-bromo-4-chloro-2H-phthalazin-1-one), CC=1C=C(CN)C=CC1C (3,4-dimethylbenzylamine), C=1C=CC(=CC1)P(C=2C=CC=CC2)C3=CC=C4C=CC=CC4=C3C5=C6C=CC=CC6=CC=C5P(C=7C=CC=CC7)C=8C=CC=CC8 (rac-BINAP), CC(C)(C)[O-].[Na+] (NaOtBu). Reagents/catalysts: C=1C=CC(=CC1)/C=C/C(=O)/C=C/C2=CC=CC=C2.C=1C=CC(=CC1)/C=C/C(=O)/C=C/C2=CC=CC=C2.C=1C=CC(=CC1)/C=C/C(=O)/C=C/C2=CC=CC=C2.[Pd].[Pd] (Pd2(dba)3). Run in CC(=O)N(C)C (DMA), CCOC(=O)C (EtOAc). The product is ClC1=NNC(C2=CC=C(C=C12)NCC1=CC(=C(C=C1)C)C)=O (4-chloro-6-(3,4-dimethyl-benzylamino)-2H-phthalazin-1-one). Isolated yield 11.6%. Reaction SMILES: Br[C:2]1[CH:3]=[C:4]2[C:9](=[CH:10][CH:11]=1)[C:8](=[O:12])[NH:7][N:6]=[C:5]2[Cl:13].[CH3:14][C:15]1[CH:16]=[C:17]([CH:20]=[CH:21][C:22]=1[CH3:23])[CH2:18][NH2:19].C1C=CC(P(C2C(C3C(P(C4C=CC=CC=4)C4C=CC=CC=4)=CC=C4C=3C=CC=C4)=C3C(C=CC=C3)=CC=2)C2C=CC=CC=2)=CC=1.CC([O-])(C)C.[Na+]>CC(N(C)C)=O.CCOC(C)=O.C1C=CC(/C=C/C(/C=C/C2C=CC=CC=2)=O)=CC=1.C1C=CC(/C=C/C(/C=C/C2C=CC=CC=2)=O)=CC=1.C1C=CC(/C=C/C(/C=C/C2C=CC=CC=2)=O)=CC=1.[Pd].[Pd]>[Cl:13][C:5]1[C:4]2[C:9](=[CH:10][CH:11]=[C:2]([NH:19][CH2:18][C:17]3[CH:20]=[CH:21][C:22]([CH3:23])=[C:15]([CH3:14])[CH:16]=3)[CH:3]=2)[C:8](=[O:12])[NH:7][N:6]=1 |f:3.4,7.8.9.10.11|. Procedure: A mixture 6-bromo-4-chloro-2H-phthalazin-1-one (150 mg, 0.578 mmol), 3,4-dimethylbenzylamine (0.09 mL, 0.636 mmol), Pd2(dba)3 (58 mg, 0.063 mmol), rac-BINAP (104 mg, 0.167 mmol) and NaOtBu (155 mg, 1.613 mmol) in DMA (6 mL) was heated at 85° C. for 1.5 h. The mixture was allowed to cool, diluted with EtOAc and washed with water. The organic layer was washed with sat.aq. NaHCO3, brine and dried (Na2SO4). Chromatography on silica (EtOAc/hexanes) afforded 4-chloro-6-(3,4-dimethyl-benzylamino)-2H-ph... The reactants are OC=1C=CC=C2C=CN=CC12 (8-hydroxyisoquinoline), ClCC(CC1CN(CCN1)C(C1=CC=CC=C1)C1=CC=CC=C1)O (3-(chloro-2-hydroxypropyl)-1-diphenylmethylpiperazine), CC(C)([O-])C.[K+] (potassium t-butoxide), [Cl-].[NH4+] (ammonium chloride). Solvent: C1CCOC1 (THF), C(Cl)Cl (methylene chloride). Reaction conditions: time 20 hour. The product is C1(=CC=CC=C1)C(N1CCN(CC1)CC(COC=1C=CC=C2C=CN=CC12)O)C1=CC=CC=C1 (8-[3-(4-diphenylmethylpiperazine-1-yl)-2-hydroxy-propoxy]isoquinoline). RXN SMILES: [OH:1][C:2]1[CH:3]=[CH:4][CH:5]=[C:6]2[C:11]=1[CH:10]=[N:9][CH:8]=[CH:7]2.ClCC(O)C[CH:16]1[NH:21][CH2:20][CH2:19][N:18]([CH:22]([C:29]2[CH:34]=[CH:33][CH:32]=[CH:31][CH:30]=2)[C:23]2[CH:28]=[CH:27][CH:26]=[CH:25][CH:24]=2)[CH2:17]1.[CH3:36][C:37](C)([O-:39])[CH3:38].[K+].[Cl-].[NH4+]>C1COCC1.C(Cl)Cl>[C:29]1([CH:22]([C:23]2[CH:28]=[CH:27][CH:26]=[CH:25][CH:24]=2)[N:18]2[CH2:17][CH2:16][N:21]([CH2:36][CH:37]([OH:39])[CH2:38][O:1][C:2]3[CH:3]=[CH:4][CH:5]=[C:6]4[C:11]=3[CH:10]=[N:9][CH:8]=[CH:7]4)[CH2:20][CH2:19]2)[CH:30]=[CH:31][CH:32]=[CH:33][CH:34]=1 |f:2.3,4.5|. Procedure details: In 15 ml of dried THF were dissolved 80 mg of 8-hydroxyisoquinoline and 204 mg of 4-(3-(chloro-2-hydroxypropyl)-1-diphenylmethylpiperazine synthesized in Example 23-(b), and 68 mg of potassium t-butoxide was further added thereto, followed by stirring at room temperature for 20 hours. The reaction liquid was then poured into 15 ml of an aqueous saturated ammonium chloride solution, and extraction was then performed with 150 ml of methylene chloride. After drying with an anhydrous Glauber's salt,... The reactants are ClC1=NC(=NC2=CC=CC=C12)C (4-chloro-2-methyl-quinazoline), Cl.C(C)OC1=C(C=C(C=C1)NC)F ((4-ethoxy-3-fluoro-phenyl)-methyl-amine hydrochloride). Product: Cl.C(C)OC1=C(C=C(C=C1)N(C1=NC(=NC2=CC=CC=C12)C)C)F ((4-Ethoxy-3-fluoro-phenyl)-methyl-(2-methyl-quinazolin-4-yl)-amine hydrochloride). RXN SMILES: [Cl:1][C:2]1[C:11]2[C:6](=[CH:7][CH:8]=[CH:9][CH:10]=2)[N:5]=[C:4]([CH3:12])[N:3]=1.Cl.[CH2:14]([O:16][C:17]1[CH:22]=[CH:21][C:20]([NH:23][CH3:24])=[CH:19][C:18]=1[F:25])[CH3:15]>>[ClH:1].[CH2:14]([O:16][C:17]1[CH:22]=[CH:21][C:20]([N:23]([CH3:24])[C:2]2[C:11]3[C:6](=[CH:7][CH:8]=[CH:9][CH:10]=3)[N:5]=[C:4]([CH3:12])[N:3]=2)=[CH:19][C:18]=1[F:25])[CH3:15] |f:1.2,3.4|. Procedure details: The title compound was prepared from 4-chloro-2-methyl-quinazoline (78 mg, 0.44 mmol) and (4-ethoxy-3-fluoro-phenyl)-methyl-amine hydrochloride (81 mg, 0.39 mmol) by a procedure similar to Example 251. 1H NMR (CDCl3) δ 8.57 (m, 1H), 7.74 (m, 1H), 7.19 (m, 1H), 7.10 (dd, J=2.6, 10.6 Hz, 1H), 7.05 (d, J=8.8 Hz, 1H), 6.98 (ddd, J=1.5, 2.8, 8.5 Hz, 1H), 6.81 (m, 1H), 4.19 (q, J=6.9 Hz, 2H), 3.77 (s, 3H), 2.98 (s, 3H), 1.53 (t, J=7.0 Hz, 3H); LC-MS (ESI+; 312 ([M+H]+)).